Dataset: the Open Reaction Database (ORD), a public repository of structured organic reaction records. Task: describe an organic reaction: reactants, conditions, products, and yield Starting materials: C(C=C)C1(CCN(C(O1)=O)C=1C=C(C=CC1)C1=C(C=C(C=C1)F)F)C1=CC=CC=C1 (6-allyl-3-(2′,4′-difluorobiphenyl-3-yl)-6-phenyl-1,3-oxazinan-2-one), C[N+]1(CCOCC1)[O-] (NMO), CC(=O)C (acetone), O (H2O). Reagents/catalysts: O=[Os](=O)(=O)=O (OsO4). Reaction conditions: time 8 hour. Yields the product FC1=C(C=CC(=C1)F)C1=CC(=CC=C1)N1C(OC(CC1)(C1=CC=CC=C1)CC(CO)O)=O (3-(2′,4′-difluorobiphenyl-3-yl)-6-(2,3-dihydroxypropyl)-6-phenyl-1,3-oxazinan-2-one). Reaction SMILES: C([C:4]1([C:25]2[CH:30]=[CH:29][CH:28]=[CH:27][CH:26]=2)[O:9][C:8](=O)[N:7]([C:11]2[CH:12]=[C:13]([C:17]3[CH:22]=[CH:21][C:20]([F:23])=[CH:19][C:18]=3[F:24])[CH:14]=[CH:15][CH:16]=2)[CH2:6][CH2:5]1)C=C.C[N+]1([O-])CC[O:35]CC1.[OH2:39].[CH3:40][C:41]([CH3:43])=[O:42]>O=[Os](=O)(=O)=O>[F:24][C:18]1[CH:19]=[C:20]([F:23])[CH:21]=[CH:22][C:17]=1[C:13]1[CH:14]=[CH:15][CH:16]=[C:11]([N:7]2[CH2:6][CH2:5][C:4]([CH2:40][CH:41]([OH:42])[CH2:43][OH:35])([C:25]3[CH:30]=[CH:29][CH:28]=[CH:27][CH:26]=3)[O:39][C:8]2=[O:9])[CH:12]=1. Reported procedure: To a solution of 6-allyl-3-(2′,4′-difluorobiphenyl-3-yl)-6-phenyl-1,3-oxazinan-2-one (7.1 mg, 0.018 mmol) in acetone (0.5 mL) was added NMO.H2O (6 mg, 0.044 mmol), then OsO4 (10 μL, 2.5 wt % in 2-Me-2-propanol). The reaction was stirred overnight at rt. The solvent was evaporated and the residue was redissolved in EtOAc. The organic layer was washed with 10% aq Na2S2O3 (2×), 1M aq HCl (2×) and brine (1×). The organic layer was dried over Na2SO4, filtered, evaporated, and purified by prep HPLC to... Reactants: BrCC1=CC(=CC=C1)C (α-Bromo-m-xylene), N1CCNCC1 (piperazine). Run in C1=CC=CC=C1 (benzene), C(C)OCC (diethyl ether). The product is CC=1C=C(CN2CCNCC2)C=CC1 (1-(3-methylbenzyl)piperazine). Isolated yield 78.1%. Reaction SMILES: Br[CH2:2][C:3]1[CH:8]=[CH:7][CH:6]=[C:5]([CH3:9])[CH:4]=1.[NH:10]1[CH2:15][CH2:14][NH:13][CH2:12][CH2:11]1>C1C=CC=CC=1.C(OCC)C>[CH3:9][C:5]1[CH:4]=[C:3]([CH:8]=[CH:7][CH:6]=1)[CH2:2][N:10]1[CH2:15][CH2:14][NH:13][CH2:12][CH2:11]1. Procedure: α-Bromo-m-xylene (10 ml, 74 mmole) was added to a solution of 75 g (11.8 equiv.) of anhydrous piperazine in 500 ml of benzene and the reaction was heated to reflux for two hours. After cooling to room temperature, the reaction was diluted with 300 ml of diethyl ether and washed with 500 ml of 0.2 M sodium hydroxide followed by two 500 ml portions of water. The organic solution was dried over sodium sulfate and the solvent removed to give 11.0 g (78%) of crude 1-(3-methylbenzyl)piperazine as a co...